From a dataset of the Open Reaction Database (ORD), a public repository of structured organic reaction records. describe an organic reaction: reactants, conditions, products, and yield Reactants: ClS(=O)(=O)O (chlorosulfonic acid), ClC=1C=CC(=C(C(=O)NCCC2=CC=CC=C2)C1)OC (5-Chloro-2-methoxy-N-phenethyl-benzamide). Run in ClCCl (dichloromethane). Conditions: time 1 hour. Yields the product ClC=1C=CC(=C(C(=O)NCCC2=CC=C(C=C2)S(=O)(=O)Cl)C1)OC (4-[2-(5-Chloro-2-methoxy-benzoylamino)-ethyl]-benzenesulfonyl chloride). As a reaction SMILES: [Cl:1][S:2]([OH:5])(=O)=[O:3].[Cl:6][C:7]1[CH:8]=[CH:9][C:10]([O:24][CH3:25])=[C:11]([CH:23]=1)[C:12]([NH:14][CH2:15][CH2:16][C:17]1[CH:22]=[CH:21][CH:20]=[CH:19][CH:18]=1)=[O:13]>ClCCl>[Cl:6][C:7]1[CH:8]=[CH:9][C:10]([O:24][CH3:25])=[C:11]([CH:23]=1)[C:12]([NH:14][CH2:15][CH2:16][C:17]1[CH:18]=[CH:19][C:20]([S:2]([Cl:1])(=[O:5])=[O:3])=[CH:21][CH:22]=1)=[O:13]. Procedure details: 4.5 ml chlorosulfonic acid were added in one portion to 6.5 g 5-Chloro-2-methoxy-N-phenethyl-benzamide. The reaction mixture was stirred at room temperature for one hour, then 100 ml dichloromethane were added and the reaction mixture was poured on ice water. The organic layer was separated washed twice with 50 ml brine and then dried over MgSO4. The solvent was removed in vacuo to obtain 5.53 g 4-[2-(5-Chloro-2-methoxy-benzoylamino)-ethyl]-benzenesulfonyl chloride. Starting materials: BrC=1C=CC2=C(C(CCCS2)=O)C1 (7-bromo-2,3,4,5-tetrahydro-1-benzothiepin-5-one), C[O-].[Na+] (sodium methoxide), C(OC)(OC)=O (dimethyl carbonate), Cl (hydrochloric acid). The product is BrC=1C=CC2=C(C(C(CCS2)C(=O)OC)=O)C1 (methyl 7-bromo-5-oxo-2,3,4,5-tetrahydro-1-benzothiepine-4-carboxylate). As a reaction SMILES: [Br:1][C:2]1[CH:3]=[CH:4][C:5]2[S:11][CH2:10][CH2:9][CH2:8][C:7](=[O:12])[C:6]=2[CH:13]=1.C[O-].[Na+].Cl.[C:18](=O)([O:21]C)[O:19][CH3:20]>>[Br:1][C:2]1[CH:3]=[CH:4][C:5]2[S:11][CH2:10][CH2:9][CH:8]([C:18]([O:19][CH3:20])=[O:21])[C:7](=[O:12])[C:6]=2[CH:13]=1 |f:1.2|. Reported procedure: To a solution of 7-bromo-2,3,4,5-tetrahydro-1-benzothiepin-5-one (13.5 g) in dimethyl carbonate (200 ml) was added at room temperature sodium methoxide (14.2 g), and the mixture was refluxed for 8 hours under nitrogen atmosphere. To the mixture was added 1N hydrochloric acid, and the mixture was extracted with ethyl acetate. The organic layer was washed with water and saturated brine, and dried with magnesium sulfate. Under reduced pressure, the solvent was evaporated to give brown prism of meth... Reactants: ClCCN1C=NC2=C(C1=O)C1=C(S2)CN(CC1)C (3-(2-Chloroethyl)-7-methyl-5,6,7,8-tetrahydropyrido[4′,3′:4,5]thieno[2,3-d]pyrimidin-4(3H)-one), N1(CCNCC1)C1=NOC2=C1C=C(C=C2)C (3-piperazin-1-yl-5-methyl-1,2-benzisoxazole), C(C)(C)N(CC)C(C)C (diisopropylethylamine), [Br-].[Na+] (sodium bromide). The solvent is CN1C(CCC1)=O (N-methyl-2-pyrrolidone). The product is CN1CC2=C(C3=C(N=CN(C3=O)CCN3CCN(CC3)C3=NOC4=C3C=C(C=C4)C)S2)CC1 (7-methyl-3-{2-[4-(5-methyl-1,2-benzisoxazol-3-yl)piperazin-1-yl]ethyl}-5,6,7,8-tetrahydropyrido[4′,3′:4,5]thieno-[2,3-d]pyrimidin-4(3H)-one). Yield: 16.9%. Reaction SMILES: Cl[CH2:2][CH2:3][N:4]1[C:9](=[O:10])[C:8]2[C:11]3[CH2:17][CH2:16][N:15]([CH3:18])[CH2:14][C:12]=3[S:13][C:7]=2[N:6]=[CH:5]1.[N:19]1([C:25]2[C:29]3[CH:30]=[C:31]([CH3:34])[CH:32]=[CH:33][C:28]=3[O:27][N:26]=2)[CH2:24][CH2:23][NH:22][CH2:21][CH2:20]1.C(N(C(C)C)CC)(C)C.[Br-].[Na+]>CN1CCCC1=O>[CH3:18][N:15]1[CH2:16][CH2:17][C:11]2[C:8]3[C:9](=[O:10])[N:4]([CH2:3][CH2:2][N:22]4[CH2:23][CH2:24][N:19]([C:25]5[C:29]6[CH:30]=[C:31]([CH3:34])[CH:32]=[CH:33][C:28]=6[O:27][N:26]=5)[CH2:20][CH2:21]4)[CH:5]=[N:6][C:7]=3[S:13][C:12]=2[CH2:14]1 |f:3.4|. Procedure: 3-(2-Chloroethyl)-7-methyl-5,6,7,8-tetrahydropyrido[4′,3′:4,5]thieno[2,3-d]pyrimidin-4(3H)-one (2.5 g, 8.81 mol; preparation: Example A3) was stirred together with 3-piperazin-1-yl-5-methyl-1,2-benzisoxazole (2.49 g, 11.45 mmol), diisopropylethylamine (15.4 ml, 88.1 mmol), sodium bromide (4.53 g, 44.05 mmol) and N-methyl-2-pyrrolidone (40 ml) at 70° C. for 4 days. After cooling, N-methyl-2-pyrrolidone and excess diisopropylethylamine were removed under high vacuum, the residue was added to water... Starting materials: O1CCOC12CCC(CC2)C2=NC=1N(C(=C2)N)N=CC1 (5-(1,4-dioxaspiro[4.5]decan-8-yl)pyrazolo[1,5-a]pyrimidin-7-amine), ClC1=CC(=NC=2N1N=CC2)C2CC1(OCCO1)CCC2 (7-chloro-5-(1,4-dioxaspiro[4.5]decan-7-yl)pyrazolo[1,5-a]pyrimidine), ClC1=CC(=NC=2N1N=CC2)C2CCC1(OCCO1)CC2 (7-chloro-5-(1,4-dioxaspiro[4.5]decan-8-yl)pyrazolo[1,5-a]pyrimidine). The product is O1CCOC12CC(CCC2)C2=NC=1N(C(=C2)N)N=CC1 (5-(1,4-Dioxaspiro[4.5]decan-7-yl)pyrazolo[1,5-a]pyrimidin-7-amine). Reaction SMILES: O1[C:5]2([CH2:10][CH2:9][CH:8]([C:11]3[CH:16]=[C:15]([NH2:17])[N:14]4[N:18]=[CH:19][CH:20]=[C:13]4[N:12]=3)[CH2:7][CH2:6]2)OCC1.ClC1N2N=CC=C2N=C(C2CCCC3([O:37][CH2:36][CH2:35][O:34]3)C2)C=1.ClC1N2N=CC=C2N=C(C2CCC3(OCCO3)CC2)C=1>>[O:34]1[C:6]2([CH2:5][CH2:10][CH2:9][CH:8]([C:11]3[CH:16]=[C:15]([NH2:17])[N:14]4[N:18]=[CH:19][CH:20]=[C:13]4[N:12]=3)[CH2:7]2)[O:37][CH2:36][CH2:35]1. Procedure details: 5-(1,4-Dioxaspiro[4.5]decan-7-yl)pyrazolo[1,5-a]pyrimidin-7-amine is synthesized in a manner similar to the synthesis of 5-(1,4-dioxaspiro[4.5]decan-8-yl)pyrazolo[1,5-a]pyrimidin-7-amine, but with 7-chloro-5-(1,4-dioxaspiro[4.5]decan-7-yl)pyrazolo[1,5-a]pyrimidine substituted for 7-chloro-5-(1,4-dioxaspiro[4.5]decan-8-yl)pyrazolo[1,5-a]pyrimidine. Reactants: CCOC(=O)C (EtOAc), BrC=1C=CC(NC1)=O (5-bromo-2(1H)-pyridone), CI (MeI), C(=O)([O-])[O-].[K+].[K+] (K2CO3). Solvent: COCCOC (DME), O (water), CCCCCC (n-hexane). Conditions: temperature 80 celsius, time 2 hour. Product: BrC=1C=CC(N(C1)C)=O (5-bromo-1-methyl-2(1H)-pyridone). Yield: 84.4%. RXN SMILES: [Br:1][C:2]1[CH:3]=[CH:4][C:5](=[O:8])[NH:6][CH:7]=1.CI.[C:11]([O-])([O-])=O.[K+].[K+].CCOC(C)=O>COCCOC.CCCCCC.O>[Br:1][C:2]1[CH:3]=[CH:4][C:5](=[O:8])[N:6]([CH3:11])[CH:7]=1 |f:2.3.4|. Reported procedure: The mixture of 5-bromo-2(1H)-pyridone (200 g) and MeI (324 g) and K2CO3 (318 g) in DME (2 l) was heated at 80° C. with stirring for 2 hours. The above mixture was cooled to room temperature. The precipitated salt was removed by filtration and washed with DME. Evaporation of solvent in the filtrate in vacuo gave oily residue. The residue was portioned to EtOAc and water. The organic layer was separated. Aqueous layer was extracted with EtOAc twice. The combined organic solution was dried over MgS... Reactants: N[C@@H](C)C1=NC2=CC=CC(=C2C(N1C1=CC(=CC=C1)OCC(F)(F)F)=O)Cl ((S)-2-(1-aminoethyl)-5-chloro-3-(3-(2,2,2-trifluoroethoxy)phenyl)quinazolin-4(3H)-one), ClC=1C2=C(N=CN1)NC=C2 (4-chloro-7H-pyrrolo[2,3-d]pyrimidine), C(C)(C)N(CC)C(C)C (diisopropylethylamine). The solvent is CC(C)(C)O (t-BuOH). Run at temperature 120 celsius, time 28 hour. Product: N1=CN=C(C2=C1NC=C2)N[C@@H](C)C2=NC1=CC=CC(=C1C(N2C2=CC(=CC=C2)OCC(F)(F)F)=O)Cl ((S)-2-(1-((7H-pyrrolo[2,3-d]pyrimidin-4-yl)amino)ethyl)-5-chloro-3-(3-(2,2,2-trifluoroethoxy)phenyl)quinazolin-4(3H)-one). Yield: 14.6%. As a reaction SMILES: [NH2:1][C@H:2]([C:4]1[N:13]([C:14]2[CH:19]=[CH:18][CH:17]=[C:16]([O:20][CH2:21][C:22]([F:25])([F:24])[F:23])[CH:15]=2)[C:12](=[O:26])[C:11]2[C:6](=[CH:7][CH:8]=[CH:9][C:10]=2[Cl:27])[N:5]=1)[CH3:3].Cl[C:29]1[C:30]2[CH:37]=[CH:36][NH:35][C:31]=2[N:32]=[CH:33][N:34]=1.C(N(C(C)C)CC)(C)C>CC(O)(C)C>[N:32]1[C:31]2[NH:35][CH:36]=[CH:37][C:30]=2[C:29]([NH:1][C@H:2]([C:4]2[N:13]([C:14]3[CH:19]=[CH:18][CH:17]=[C:16]([O:20][CH2:21][C:22]([F:23])([F:25])[F:24])[CH:15]=3)[C:12](=[O:26])[C:11]3[C:6](=[CH:7][CH:8]=[CH:9][C:10]=3[Cl:27])[N:5]=2)[CH3:3])=[N:34][CH:33]=1. Procedure details: Under nitrogen, to (S)-2-(1-aminoethyl)-5-chloro-3-(3-(2,2,2-trifluoroethoxy)phenyl)quinazolin-4(3H)-one (80 mg, 0.20 mmol, 1.0 equiv) in t-BuOH (0.2 mL) at 23° C. was added 4-chloro-7H-pyrrolo[2,3-d]pyrimidine (34 mg, 0.22 mmol, 1.1 equiv) and diisopropylethylamine (70 μL, 0.40 mmol, 2.0 equiv). After stirring for 28 hr at 120° C. in a sealed tube, the reaction mixture was concentrated in vacuo and the residue was purified by preparative TLC eluting with CH2Cl2/MeOH to afford 15 mg of the title...